Dataset: the Open Reaction Database (ORD), a public repository of structured organic reaction records. Task: describe an organic reaction: reactants, conditions, products, and yield Product: C1(CCCC1)C(C(=O)NC=1C=C(CC2(CC2)C(=O)OC(C)(C)C)C=CC1)C1=CC=C(C=C1)C=C(F)F ((+/−)-tert-Butyl 1-[3-({cyclopentyl[4-(2,2-difluorovinyl)phenyl]acetyl}amino)benzyl]cyclopropanecarboxylate). Solvent: C(C)(=O)OCC (Ethyl acetate). Procedure: At 60° C., 475.6 mg (3.12 mmol) of sodium chloro(difluoro)acetate were added to a mixture of 800.0 mg (1.73 mmol) of (+/−)-tert-butyl 1-(3-{[cyclopentyl(4-formylphenyl)acetyl]-amino}benzyl)cyclopropanecarboxylate and 681.9 mg (2.60 mmol) of triphenylphosphine. The mixture was heated to 110° C. and stirred at this temperature for 30 min. After cooling, the mixture was poured into water. Ethyl acetate was added, and the organic phase was separated off, washed with saturated sodium chloride solutio... As a reaction SMILES: Cl[C:2]([F:7])([F:6])[C:3]([O-])=O.[Na+].[CH:9]1([CH:14]([C:35]2[CH:40]=[CH:39][C:38](C=O)=[CH:37][CH:36]=2)[C:15]([NH:17][C:18]2[CH:19]=[C:20]([CH:32]=[CH:33][CH:34]=2)[CH2:21][C:22]2([C:25]([O:27][C:28]([CH3:31])([CH3:30])[CH3:29])=[O:26])[CH2:24][CH2:23]2)=[O:16])[CH2:13][CH2:12][CH2:11][CH2:10]1.C1(P(C2C=CC=CC=2)C2C=CC=CC=2)C=CC=CC=1.O>C(OCC)(=O)C>[CH:9]1([CH:14]([C:35]2[CH:40]=[CH:39][C:38]([CH:3]=[C:2]([F:7])[F:6])=[CH:37][CH:36]=2)[C:15]([NH:17][C:18]2[CH:19]=[C:20]([CH:32]=[CH:33][CH:34]=2)[CH2:21][C:22]2([C:25]([O:27][C:28]([CH3:30])([CH3:31])[CH3:29])=[O:26])[CH2:23][CH2:24]2)=[O:16])[CH2:13][CH2:12][CH2:11][CH2:10]1 |f:0.1|. Reaction conditions: temperature 110 celsius, time 30 minute. The reactants are ClC(C(=O)[O-])(F)F.[Na+] (sodium chloro(difluoro)acetate), C1(CCCC1)C(C(=O)NC=1C=C(CC2(CC2)C(=O)OC(C)(C)C)C=CC1)C1=CC=C(C=C1)C=O ((+/−)-tert-butyl 1-(3-{[cyclopentyl(4-formylphenyl)acetyl]-amino}benzyl)cyclopropanecarboxylate), C1(=CC=CC=C1)P(C1=CC=CC=C1)C1=CC=CC=C1 (triphenylphosphine), O (water). RXN SMILES: [CH2:1]([NH:3][C:4](=[O:40])[NH:5][C:6]1[S:7][C:8]2[C:14]([C:15](C3SC=CN=3)=[O:16])=[CH:13][C:12]([C:22]3[CH:23]=[N:24][C:25]([N:28]4[CH2:33][CH2:32][C:31]([CH3:39])([C:34]([O:36]CC)=[O:35])[CH2:30][CH2:29]4)=[N:26][CH:27]=3)=[CH:11][C:9]=2[N:10]=1)[CH3:2].C[C:42]([CH3:45])([O-])C.[K+]>CS(C)=O>[CH2:1]([NH:3][C:4]([NH:5][C:6]1[S:7][C:8]2[C:14]([C:15](=[O:16])[NH:10][C:6]3[S:7][CH:42]=[CH:45][N:5]=3)=[CH:13][C:12]([C:22]3[CH:23]=[N:24][C:25]([N:28]4[CH2:29][CH2:30][C:31]([CH3:39])([C:34]([OH:36])=[O:35])[CH2:32][CH2:33]4)=[N:26][CH:27]=3)=[CH:11][C:9]=2[N:10]=1)=[O:40])[CH3:2] |f:1.2|. Solvent: CS(=O)C (DMSO). Yields the product C(C)NC(=O)NC=1SC2=C(N1)C=C(C=C2C(NC=2SC=CN2)=O)C=2C=NC(=NC2)N2CCC(CC2)(C(=O)O)C (1-[5-[2-(ethylcarbamoylamino)-7-(thiazol-2-ylcarbamoyl)-1,3-benzothiazol-5-yl]pyrimidin-2-yl]-4-methyl-piperidine-4-carboxylic acid). Reported procedure: Ethyl 1-(5-(2-(3-ethylureido)-7-(thiazole-2-carbonyl)benzo[d]thiazol-5-yl)pyrimidin-2-yl)-4-methylpiperidine-4-carboxylate (185 mg, 0.31 mmol) was dissolved in DMSO (2 ml) with stirring and potassium-t-butoxide (174 mg, 1.56 mmol) was added. The reaction was allowed to stir at rt for 1 h. The reaction was filtered and purified by preparative HPLC to afford Compound 145 as a solid (7 mg, 95% purity by HPCL) (4%) 1H NMR (DMSO-d6): δ 9.00-8.95 (2H, m), 8.63 (1H, s), 8.19 (1H, s), 7.65 (1H, d, J=3.5... The reactants are C(C)NC(NC=1SC2=C(N1)C=C(C=C2C(=O)C=2SC=CN2)C=2C=NC(=NC2)N2CCC(CC2)(C(=O)OCC)C)=O (Ethyl 1-(5-(2-(3-ethylureido)-7-(thiazole-2-carbonyl)benzo[d]thiazol-5-yl)pyrimidin-2-yl)-4-methylpiperidine-4-carboxylate), CC(C)([O-])C.[K+] (potassium-t-butoxide). Yield: 8.0%.